The task is: describe an organic reaction: reactants, conditions, products, and yield. This data is from the Open Reaction Database (ORD), a public repository of structured organic reaction records. Starting materials: Cl (hydrochloric acid), Cl.NC1=C(C=CC(=N1)NC1CN(CCC1)C1=NC(=CC=C1C(=O)OC)C1=C(C=C(C=C1)Cl)Cl)C(C(F)(F)F)=O (Methyl 2-(3-{[6-amino-5-(trifluoroacetyl)pyridin-2-yl]amino}piperidin-1-yl)-6-(2,4-dichlorophenyl)pyridine-3-carboxylate hydrochloride), [OH-].[Na+] (sodium hydroxide), O (water). Solvent: COCCOC (1,2-dimethoxyethane). Run at time 30 minute. The product is Cl.NC1=C(C=CC(=N1)NC1CN(CCC1)C1=NC(=CC=C1C(=O)O)C1=C(C=C(C=C1)Cl)Cl)C(C(F)(F)F)=O (2-(3-{[6-Amino-5-(trifluoroacetyl)pyridin-2-yl]amino}piperidin-1-yl)-6-(2,4-dichlorophenyl)pyridine-3-carboxylic acid hydrochloride). RXN SMILES: Cl.[NH2:2][C:3]1[N:8]=[C:7]([NH:9][CH:10]2[CH2:15][CH2:14][CH2:13][N:12]([C:16]3[C:21]([C:22]([O:24]C)=[O:23])=[CH:20][CH:19]=[C:18]([C:26]4[CH:31]=[CH:30][C:29]([Cl:32])=[CH:28][C:27]=4[Cl:33])[N:17]=3)[CH2:11]2)[CH:6]=[CH:5][C:4]=1[C:34](=[O:39])[C:35]([F:38])([F:37])[F:36].O.[OH-].[Na+].Cl>COCCOC>[ClH:32].[NH2:2][C:3]1[N:8]=[C:7]([NH:9][CH:10]2[CH2:15][CH2:14][CH2:13][N:12]([C:16]3[C:21]([C:22]([OH:24])=[O:23])=[CH:20][CH:19]=[C:18]([C:26]4[CH:31]=[CH:30][C:29]([Cl:32])=[CH:28][C:27]=4[Cl:33])[N:17]=3)[CH2:11]2)[CH:6]=[CH:5][C:4]=1[C:34](=[O:39])[C:35]([F:38])([F:37])[F:36] |f:0.1,3.4,7.8|. Reported procedure: 220 mg (0.36 mmol) of methyl 2-(3-{[6-amino-5-(trifluoroacetyl)pyridin-2-yl]amino}piperidin-1-yl)-6-(2,4-dichlorophenyl)pyridine-3-carboxylate hydrochloride (Example 8) were dissolved in 10 ml of 1,2-dimethoxyethane, and 4.4 ml of water were added. Then 43 mg (1.1 mmol) of sodium hydroxide were added and the mixture was stirred at RT for 30 min. For workup, 35 ml of 2 N hydrochloric acid were added and the precipitate which formed was filtered off with suction. 180 mg (75% of theory) of the prod... Reactants: ClCC1=NC(=CC=C1)SCC1CC1 (2-Chloromethyl-6-cyclopropylmethylsulfanyl-pyridine), C(C)OC(CCC1=CC(=C(C=C1)O)Cl)=O (3-(3-chloro-4-hydroxy-phenyl)-propionic acid ethyl ester). The product is ClC=1C=C(C=CC1OCC1=NC(=CC=C1)SCC1CC1)CCC(=O)O (3-[3-chloro-4-(6-cyclopropylmethylsulfanyl-pyridin-2-ylmethoxy)-phenyl]-propionic acid). The yield is 63.5%. Reaction SMILES: Cl[CH2:2][C:3]1[CH:8]=[CH:7][CH:6]=[C:5]([S:9][CH2:10][CH:11]2[CH2:13][CH2:12]2)[N:4]=1.C([O:16][C:17](=[O:28])[CH2:18][CH2:19][C:20]1[CH:25]=[CH:24][C:23]([OH:26])=[C:22]([Cl:27])[CH:21]=1)C>>[Cl:27][C:22]1[CH:21]=[C:20]([CH2:19][CH2:18][C:17]([OH:28])=[O:16])[CH:25]=[CH:24][C:23]=1[O:26][CH2:2][C:3]1[CH:8]=[CH:7][CH:6]=[C:5]([S:9][CH2:10][CH:11]2[CH2:13][CH2:12]2)[N:4]=1. Reported procedure: 2-Chloromethyl-6-cyclopropylmethylsulfanyl-pyridine (43 mg, 0.20 mmol) obtained in Step D of Preparation Example 20 and 3-(3-chloro-4-hydroxy-phenyl)-propionic acid ethyl ester (51 mg, 0.22 mmol) obtained in Step C of Preparation Example 42 were used to react sequentially in the same manner as in Steps A and B of Example 1 to obtain the title compound (48 mg, 72%). RXN SMILES: [Cl:1][C:2]1[CH:3]=[C:4]([CH:11]=[C:12]([Cl:14])[CH:13]=1)[O:5][CH:6]([CH3:10])[C:7](O)=O.[NH2:15][NH:16][C:17]([NH2:19])=[S:18].P(Cl)(Cl)(Cl)=O>O1CCOCC1>[Cl:1][C:2]1[CH:3]=[C:4]([CH:11]=[C:12]([Cl:14])[CH:13]=1)[O:5][CH:6]([C:7]1[S:18][C:17]([NH2:19])=[N:16][N:15]=1)[CH3:10]. The product is ClC=1C=C(OC(C)C2=NN=C(S2)N)C=C(C1)Cl (5-[1-(3,5-dichlorophenoxy)ethyl]-2-amino-1,3,4-thiadiazole). Reported procedure: A 100 milliliter, 3-neck flask adapted with a Claisen adaptor, paddle stirrer, thermometer, an addition funnel and condenser, was charged with 9.4 grams (0.040 mole) of 2-(3,5-dichlorophenoxy)propanoic acid, (3.6 grams, 0.040 mole) of thiosemicarbazide and 30 milliliters of dioxane. The slurry was heated to 90° C. and the addition funnel was charged with phosphorous oxychloride (POCl3). The POCl3 (6.7 grams, 0.044 mole) was slowly added (for 22 minutes) while maintaining the temperature within 8... Run in O1CCOCC1 (dioxane). Starting materials: O=P(Cl)(Cl)Cl (POCl3), ClC=1C=C(OC(C(=O)O)C)C=C(C1)Cl (2-(3,5-dichlorophenoxy)propanoic acid), NNC(=S)N (thiosemicarbazide), P(=O)(Cl)(Cl)Cl (phosphorous oxychloride). Reaction conditions: temperature 90 celsius. The reactants are C(C)(=O)C(C(=O)OC)CCCC1=CC=CC=C1 (methyl 2-acetyl-5-phenylpentanoate), [OH-].[Na+] (sodium hydroxide). Solvent: O1CCOCC1 (dioxane). Conditions: temperature 0 celsius. Product: C(C)(=O)C(C(=O)O)CCCC1=CC=CC=C1 (2-Acetyl-5-phenylpentanoic Acid). As a reaction SMILES: [C:1]([CH:4]([CH2:9][CH2:10][CH2:11][C:12]1[CH:17]=[CH:16][CH:15]=[CH:14][CH:13]=1)[C:5]([O:7]C)=[O:6])(=[O:3])[CH3:2].[OH-].[Na+]>O1CCOCC1>[C:1]([CH:4]([CH2:9][CH2:10][CH2:11][C:12]1[CH:13]=[CH:14][CH:15]=[CH:16][CH:17]=1)[C:5]([OH:7])=[O:6])(=[O:3])[CH3:2] |f:1.2|. Procedure: 1.00 g (4.45 mmol) of methyl 2-acetyl-5-phenylpentanoate is dissolved in 10 ml of dioxane and cooled to 0° C. 8.5 ml of a 1 M sodium hydroxide solution are added with cooling. After a reaction time of 5 h, the batch is concentrated, treated with 10 ml of ethyl acetate and 10 ml of water and extracted by shaking. The water phase is recovered, cooled to 0° C. and slowly treated with 1 N hydrochloric acid with cooling until pH 1 is reached. It is then extracted with dichloromethane. The dichloromet...